From a dataset of the Open Reaction Database (ORD), a public repository of structured organic reaction records. describe an organic reaction: reactants, conditions, products, and yield The reactants are C1(=CC=CC=C1)C(C(=O)O[C@H]1CN2CCC1CC2)N2CCCCC2 ((R)-quinuclidin-3-yl 2-phenyl-2-(piperidin-1-yl)acetate), ClCC1=NOC(=N1)C1=CC=CC=C1 (3-(chloromethyl)-5-phenyl-1,2,4-oxadiazole). Run in CCOC(=O)C (EtOAc), C(C)#N (acetonitrile). Run at time 30 hour. The product is [Cl-].C1(=CC=CC=C1)C1=NC(=NO1)C[N+]12C[C@@H](C(CC1)CC2)OC(C(N2CCCCC2)C2=CC=CC=C2)=O ((3R)-1-((5-phenyl-1,2,4-oxadiazol-3-yl)methyl)-3-(2-phenyl-2-(piperidin-1-yl)acetoxy)-1-azoniabicyclo[2.2.2]octane chloride). Isolated yield 72.0%. As a reaction SMILES: [C:1]1([CH:7]([N:19]2[CH2:24][CH2:23][CH2:22][CH2:21][CH2:20]2)[C:8]([O:10][C@@H:11]2[CH:16]3[CH2:17][CH2:18][N:13]([CH2:14][CH2:15]3)[CH2:12]2)=[O:9])[CH:6]=[CH:5][CH:4]=[CH:3][CH:2]=1.[Cl:25][CH2:26][C:27]1[N:31]=[C:30]([C:32]2[CH:37]=[CH:36][CH:35]=[CH:34][CH:33]=2)[O:29][N:28]=1>CCOC(C)=O.C(#N)C>[Cl-:25].[C:32]1([C:30]2[O:29][N:28]=[C:27]([CH2:26][N+:13]34[CH2:18][CH2:17][CH:16]([CH2:15][CH2:14]3)[C@@H:11]([O:10][C:8](=[O:9])[CH:7]([C:1]3[CH:6]=[CH:5][CH:4]=[CH:3][CH:2]=3)[N:19]3[CH2:24][CH2:23][CH2:22][CH2:21][CH2:20]3)[CH2:12]4)[N:31]=2)[CH:33]=[CH:34][CH:35]=[CH:36][CH:37]=1 |f:4.5|. Reported procedure: To a solution of (R)-quinuclidin-3-yl 2-phenyl-2-(piperidin-1-yl)acetate (100 mg, 0.30 mmol) in EtOAc (2 ml) and acetonitrile (1 ml), was added 3-(chloromethyl)-5-phenyl-1,2,4-oxadiazole (71.1 mg, 0.36 mmol). The reaction was stirred at room temperature for 30 hours and then the solvents were evaporated. The residue was triturated with EtOAc (10 ml) and the solid was collected by suction filtration to obtain the title compound (113 mg, 71% yield) as a yellow solid. Starting materials: BrC1=CC=C(C(=O)NC(C(Cl)(Cl)Cl)O)C=C1 (4-bromo-N-(2,2,2-trichloro-1-hydroxyethyl)benzamide), P(Cl)(Cl)(Cl)(Cl)Cl (PCl5), BrC1=CC=C(C(=O)NC(C(Cl)(Cl)Cl)Cl)C=C1 (4-bromo-N-(1,2,2,2-tetrachloroethyl)benzamide), ClC1=CC=C(N)C=C1 (4-chloroaniline). Solvent: C(Cl)(Cl)Cl (chloroform). Run at temperature 50 celsius, time 18 hour. The product is BrC1=CC=C(C(=O)NC(C(Cl)(Cl)Cl)NC2=CC=C(C=C2)Cl)C=C1 (4-bromo-N-(2,2,2-trichloro-1-(4-chlorophenylamino)ethyl)benzamide). RXN SMILES: [Br:1][C:2]1[CH:16]=[CH:15][C:5]([C:6]([NH:8][CH:9](O)[C:10]([Cl:13])([Cl:12])[Cl:11])=[O:7])=[CH:4][CH:3]=1.P(Cl)(Cl)(Cl)(Cl)Cl.BrC1C=CC(C(NC(Cl)C(Cl)(Cl)Cl)=O)=CC=1.[Cl:39][C:40]1[CH:46]=[CH:45][C:43]([NH2:44])=[CH:42][CH:41]=1>C(Cl)(Cl)Cl>[Br:1][C:2]1[CH:16]=[CH:15][C:5]([C:6]([NH:8][CH:9]([NH:44][C:43]2[CH:45]=[CH:46][C:40]([Cl:39])=[CH:41][CH:42]=2)[C:10]([Cl:13])([Cl:12])[Cl:11])=[O:7])=[CH:4][CH:3]=1. Procedure details: A solution of 4-bromo-N-(2,2,2-trichloro-1-hydroxyethyl)benzamide (0.67 g, 1.93 mmol) in chloroform (15 mL) was treated with PCl5 (0.42 g, 1.91 mmol). The mixture was heated to 50° C. for 30 minutes before cooling to room temperature and pouring into crushed ice. The organic layer was dried over MgSO4 and filtered. The solution of 4-bromo-N-(1,2,2,2-tetrachloroethyl)benzamide was cooled to room temperature before addition of 4-chloroaniline (0.52 mL, 4.0 mmol), and the mixture was allowed to sti... The reactants are BrC=1C=CC=C2C=C[N+](=CC12)[O-] (8-Bromo-isoquinoline-N-oxide), FC(C(=O)OC(C(F)(F)F)=O)(F)F (trifluoroacetic acid anhydride). Solvent: CN(C)C=O (DMF). Run at time 8 hour. Yields the product BrC=1C=CC=C2C=CNC(C12)=O (8-Bromo-2H-isoquinolin-1-one). RXN SMILES: [Br:1][C:2]1[CH:3]=[CH:4][CH:5]=[C:6]2[C:11]=1[CH:10]=[N+:9]([O-])[CH:8]=[CH:7]2.FC(F)(F)C(OC(=O)C(F)(F)F)=[O:16]>CN(C=O)C>[Br:1][C:2]1[CH:3]=[CH:4][CH:5]=[C:6]2[C:11]=1[C:10](=[O:16])[NH:9][CH:8]=[CH:7]2. Reported procedure: A suspension of (a) (630 mg, 2.8 mmol) in DMF (10 ml) was treated with trifluoroacetic acid anhydride (4 ml). The clear solution was stirred at room temperature overnight then evaporated. The residue was treated with dilute aqueous sodium carbonate solution and extracted several times with 5% methanol/dichloromethane. The combined organic extracts were washed with brine, dried and evaporated. The crude product was chromatographed on silica eluting with 0-10% methanol in dichloromethane affording... Reactants: Cl (hydrochloric acid), FC=1C=C(C=C(C1[N+](=O)[O-])F)N1CCOCC1 (4-(3,5-difluoro-4-nitro-phenyl)-morpholine). Reagents/catalysts: [Zn] (zinc). Solvent: O1CCCC1 (tetrahydrofuran). Conditions: temperature 0 celsius, time 2 hour. The product is FC1=C(C(=CC(=C1)N1CCOCC1)F)N (2,6-Difluoro-4-morpholin-4-yl-phenylamine). Yield: 89.7%. As a reaction SMILES: Cl.[F:2][C:3]1[CH:4]=[C:5]([N:13]2[CH2:18][CH2:17][O:16][CH2:15][CH2:14]2)[CH:6]=[C:7]([F:12])[C:8]=1[N+:9]([O-])=O>O1CCCC1.[Zn]>[F:12][C:7]1[CH:6]=[C:5]([N:13]2[CH2:14][CH2:15][O:16][CH2:17][CH2:18]2)[CH:4]=[C:3]([F:2])[C:8]=1[NH2:9]. Reported procedure: Concentrated hydrochloric acid (4.2 mL) was added slowly to a mixture of zinc dust (3.3 g) and 4-(3,5-difluoro-4-nitro-phenyl)-morpholine (2.49 g) in tetrahydrofuran (40 mL) cooled to 0° C. The reaction mixture was then stirred for 1 hour at 0° C. and 2 hours at 25° C. The reaction mixture was filtered through Celite (10 g), concentrated in vacuo and purified by flash chromatography to furnish 1.96 g (90% yield) of the title compound as a white solid. GC-MS (m/z) 214 (M+); tR=5.83. 1H NMR (500 M... The reactants are C(C)(C)NC(C)C (diisopropylamine), [Li]CCCC (n-BuLi), C[Si](C)(C)Cl (TMSCl), C12CC(CC(CC1)N2C(=O)OCC)C(=O)OC2C=CCCC2 (3-cyclohex-2-en-1-yl 8-ethyl 8-azabicyclo[3.2.1]octane-3,8-dicarboxylate), aqueous solution, Cl (HCl). Run in C1CCOC1 (THF), C1CCOC1 (THF). Reaction conditions: temperature -78 celsius, time 15 minute. The product is C1(C=CCCC1)C1(CC2CCC(C1)N2C(=O)OCC)C(=O)O (3-cyclohex-2-en-1-yl-8-(ethoxycarbonyl)-8-azabicyclo[3.2.1]octane-3-carboxylic acid). Reaction SMILES: [CH:1](NC(C)C)(C)[CH3:2].[Li][CH2:9][CH2:10][CH2:11][CH3:12].[CH:13]12[N:20]([C:21]([O:23][CH2:24][CH3:25])=[O:22])[CH:17]([CH2:18][CH2:19]1)[CH2:16][CH:15]([C:26]([O:28]C1CCCC=C1)=[O:27])[CH2:14]2.C[Si](Cl)(C)C.Cl>C1COCC1>[CH:12]1([C:15]2([C:26]([OH:28])=[O:27])[CH2:14][CH:13]3[N:20]([C:21]([O:23][CH2:24][CH3:25])=[O:22])[CH:17]([CH2:18][CH2:19]3)[CH2:16]2)[CH2:2][CH2:1][CH2:9][CH:10]=[CH:11]1. Reported procedure: To a solution of diisopropylamine (0.471 g, 4.65 mmol) in anhydrous THF (10.0 mL) was added n-BuLi (2.91 mL, 4.65 mmol, 1.6 N in THF) at 0° C. The mixture was stirred at the temperature for 15 minutes and cooled to −78° C., followed by addition of a solution of 3-cyclohex-2-en-1-yl 8-ethyl 8-azabicyclo[3.2.1]octane-3,8-dicarboxylate (1-5) (1.30 g, 4.23 mmol) in THF (5.0 mL). After stirring at −78° C. for 30 min, TMSCl (0.459 g, 4.23 mmol) was added and the resulting solution was stirred at −78° ... Reactants: C(C)OC(/C(=C/C1CCCCC1)/Br)=O ((Z)-2-bromo-3-cyclohexyl-acrylic acid ethyl ester), CSC1=CC=C(C=C1)B(O)O (4-(methylthio)benzene boronic acid), C(C)O (ethanol), C([O-])([O-])=O.[Na+].[Na+] (sodium carbonate). Reagents/catalysts: C1(=CC=CC=C1)P(C1=CC=CC=C1)(C1=CC=CC=C1)[Pd-4](P(C1=CC=CC=C1)(C1=CC=CC=C1)C1=CC=CC=C1)(P(C1=CC=CC=C1)(C1=CC=CC=C1)C1=CC=CC=C1)P(C1=CC=CC=C1)(C1=CC=CC=C1)C1=CC=CC=C1 (tetrakis(triphenylphosphino)palladium(0)). Solvent: C1(=CC=CC=C1)C (toluene). Yields the product C(C)OC(\C(=C\C1CCCCC1)\C1=CC=C(C=C1)SC)=O ((E)-3-Cyclohexyl-2-(4-methylsulfanyl-phenyl)-acrylic acid ethyl ester). The yield is 87.6%. As a reaction SMILES: [CH2:1]([O:3][C:4](=[O:14])/[C:5](/Br)=[CH:6]/[CH:7]1[CH2:12][CH2:11][CH2:10][CH2:9][CH2:8]1)[CH3:2].[CH3:15][S:16][C:17]1[CH:22]=[CH:21][C:20](B(O)O)=[CH:19][CH:18]=1.C(O)C.C(=O)([O-])[O-].[Na+].[Na+]>C1(C)C=CC=CC=1.C1(P([Pd-4](P(C2C=CC=CC=2)(C2C=CC=CC=2)C2C=CC=CC=2)(P(C2C=CC=CC=2)(C2C=CC=CC=2)C2C=CC=CC=2)P(C2C=CC=CC=2)(C2C=CC=CC=2)C2C=CC=CC=2)(C2C=CC=CC=2)C2C=CC=CC=2)C=CC=CC=1>[CH2:1]([O:3][C:4](=[O:14])/[C:5](/[C:20]1[CH:21]=[CH:22][C:17]([S:16][CH3:15])=[CH:18][CH:19]=1)=[CH:6]/[CH:7]1[CH2:12][CH2:11][CH2:10][CH2:9][CH2:8]1)[CH3:2] |f:3.4.5|. Procedure details: Dissolve (Z)-2-bromo-3-cyclohexyl-acrylic acid ethyl ester (76.4 g, 300 mmol) and 4-(methylthio)benzene boronic acid (60.5 g, 360 mmol) in a mixture of 1500 mL toluene, 500 mL ethanol and 2M aqueous sodium carbonate solution (500 mL). Add tetrakis(triphenylphosphino)palladium(0) (10.4 g, 3mol %) and heat the mixture at reflux for 5 h. Cool and remove the ethanol under vacuum. Partition the residue between water (250 mL) and dichloromethane (4×250 mL). Combine the extracts and dry over magnesium ... Starting materials: N[C@H]1C2=C(C3=C(N(C1=O)CC(F)(F)F)C=CC=C3)C=CC=C2 ((S)-7-amino-5-(2,2,2-trifluoro-ethyl)-5H,7H-dibenzo[b,d]azepin-6-one), OC(C(=O)O)(C(=O)NCC(C(F)(F)F)(F)F)C ((RS)-2-hydroxy-2-methyl-N-(2,2,3,3,3-pentafluoro-propyl)-malonamic acid), O.ON1N=NC2=C1C=CC=C2 (1-hydroxy-benzotriazole hydrate), C(C)(C)N(CC)C(C)C (diisopropylethylamine), Cl.CN(CCCN=C=NCC)C (N-(3-dimethylaminopropyl)-N′-ethyl-carbodiimide hydrochloride). Run in O1CCCC1 (tetrahydrofuran). RXN SMILES: N[C@@H:2]1[C:8](=[O:9])[N:7]([CH2:10][C:11]([F:14])([F:13])[F:12])[C:6]2[CH:15]=[CH:16][CH:17]=[CH:18][C:5]=2[C:4]2[CH:19]=[CH:20][CH:21]=[CH:22][C:3]1=2.[OH:23][C:24]([CH3:39])([C:28]([NH:30][CH2:31][C:32]([F:38])([F:37])[C:33]([F:36])([F:35])[F:34])=[O:29])[C:25]([OH:27])=O.O.O[N:42]1C2C=CC=CC=2N=N1.C(N(C(C)C)CC)(C)C.Cl.CN(C)CCCN=C=NCC>O1CCCC1>[OH:23][C:24]([CH3:39])([C:25]([NH2:42])=[O:27])[C:28]([N:30]([C@@H:2]1[C:8](=[O:9])[N:7]([CH2:10][C:11]([F:14])([F:12])[F:13])[C:6]2[CH:15]=[CH:16][CH:17]=[CH:18][C:5]=2[C:4]2[CH:19]=[CH:20][CH:21]=[CH:22][C:3]1=2)[CH2:31][C:32]([F:38])([F:37])[C:33]([F:36])([F:35])[F:34])=[O:29] |f:2.3,5.6|. Yield: 79.6%. Reaction conditions: time 8 hour. Product: OC(C(=O)N(CC(C(F)(F)F)(F)F)[C@H]1C2=C(C3=C(N(C1=O)CC(F)(F)F)C=CC=C3)C=CC=C2)(C(=O)N)C ((R/S)-2-hydroxy-2-methyl-N-[(S)-6-oxo-5-(2,2,2-trifluoro-ethyl)-6,7-dihydro-5H-dibenzo[b,d]azepin-7-yl]-N-(2,2,3,3,3-pentafluoro-propyl)-malonamide). Procedure: A solution of 144 mg (0.47 mmol) (S)-7-amino-5-(2,2,2-trifluoro-ethyl)-5H,7H-dibenzo[b,d]azepin-6-one and 125 mg (0.47 mmol) (RS)-2-hydroxy-2-methyl-N-(2,2,3,3,3-pentafluoro-propyl)-malonamic acid in 21 ml tetrahydrofuran were reacted at room temperature with 73.6 mg (0.47 mmol) 1-hydroxy-benzotriazole hydrate, 165 μl (0.94 mmol) diisopropylethylamine and 92.1 mg (0.47 mmol) N-(3-dimethylaminopropyl)-N′-ethyl-carbodiimide hydrochloride. Stirring was continued overnight. Removal of the solvent by... Starting materials: C(#N)CCP(OCC)(=O)C(OCC)OCC (Ethyl 2-cyanoethyl(diethoxymethyl)phosphinate). The reagents and catalysts are [Ni] (Raney Nickel). Solvent: N (ammonia), CCO (EtOH). Reaction conditions: time 16 hour. The product is NCCCP(OCC)(=O)C(OCC)OCC (Ethyl 3-Aminopropyl(diethoxymethyl)phosphinate). Yield: 84.9%. RXN SMILES: [C:1]([CH2:3][CH2:4][P:5]([CH:10]([O:14][CH2:15][CH3:16])[O:11][CH2:12][CH3:13])(=[O:9])[O:6][CH2:7][CH3:8])#[N:2]>N.CCO.[Ni]>[NH2:2][CH2:1][CH2:3][CH2:4][P:5]([CH:10]([O:14][CH2:15][CH3:16])[O:11][CH2:12][CH3:13])(=[O:9])[O:6][CH2:7][CH3:8]. Procedure: To a solution of 2.47 g (9.91 mmol) of ethyl 2-cyanoethyl (diethoxymethyl)phosphinate (from Step A) in 20 mL 2.0 M ammonia in EtOH was added 250 mg Raney Nickel. The mixture was subjected to hydrogenation conditions (H2, 40 psi, rt) for 16 hr. The reaction mixture was filtered over Celite and partitioned between CH2Cl2 and H2O. The aqueous phase was extracted twice with CH2Cl2. The organic layer and extractions were combined, dried, and concentrated to provide 2.13 g (85% yield) of the title com...